Dataset: the Open Reaction Database (ORD), a public repository of structured organic reaction records. Task: describe an organic reaction: reactants, conditions, products, and yield Reactants: ClC1=CC=C(C=O)O1 (5-chloro-furfural), NN1C(C(NCC1)=O)=O (1-amino-2,3-dioxo-piperazine). The solvent is C(C)(=O)O (acetic acid). Run at time 30 minute. Yields the product ClC1=CC=C(C=NN2C(C(NCC2)=O)=O)O1 (1-(5-chloro-furfurylidene-amino)-2,3-dioxo-piperazine). The yield is 74.6%. RXN SMILES: [Cl:1][C:2]1[O:8][C:5]([CH:6]=O)=[CH:4][CH:3]=1.[NH2:9][N:10]1[CH2:15][CH2:14][NH:13][C:12](=[O:16])[C:11]1=[O:17]>C(O)(=O)C>[Cl:1][C:2]1[O:8][C:5]([CH:6]=[N:9][N:10]2[CH2:15][CH2:14][NH:13][C:12](=[O:16])[C:11]2=[O:17])=[CH:4][CH:3]=1. Reported procedure: 1.6 pts. by wt. of 5-chloro-furfural, 1.3 pts. by wt. of 1-amino-2,3-dioxo-piperazine and 7 pts. by vol. of glacial acetic acid are warmed to 90° C. for 10 minutes and then left for 30 minutes at RT. The precipitate is filtered off, washed first with 3 pts. by vol. of glacial acetic acid and then twice with 10 pts. by vol. of acetonitrile each time and dried in air. 1.8 pts. by wt. (74.6%) of 1-(5-chloro-furfurylidene-amino)-2,3-dioxo-piperazine are obtained as yellowish crystals of decomp. pt. ... The reactants are N1=CN=CC=2C3(CCCC12)OC3 (7′,8′-dihydro-6′H-spiro[oxirane-2,5′-quinazoline]), BrC1=C(C=C(C=C1)OC)O (2-bromo-5-methoxyphenol), C([O-])([O-])=O.[K+].[K+] (potassium carbonate). Solvent: CC(C)O (2-propanol). Yields the product BrC1=C(OCC2(C=3C=NC=NC3CCC2)O)C=C(C=C1)OC (5-(2-Bromo-5-methoxyphenoxymethyl)-5,6,7,8-tetrahydroquinazolin-5-ol). Reaction SMILES: [N:1]1[C:10]2[CH2:9][CH2:8][CH2:7][C:6]3([CH2:12][O:11]3)[C:5]=2[CH:4]=[N:3][CH:2]=1.[Br:13][C:14]1[CH:19]=[CH:18][C:17]([O:20][CH3:21])=[CH:16][C:15]=1[OH:22].C(=O)([O-])[O-].[K+].[K+]>CC(O)C>[Br:13][C:14]1[CH:19]=[CH:18][C:17]([O:20][CH3:21])=[CH:16][C:15]=1[O:22][CH2:12][C:6]1([OH:11])[CH2:7][CH2:8][CH2:9][C:10]2[N:1]=[CH:2][N:3]=[CH:4][C:5]1=2 |f:2.3.4|. Procedure details: A solution of 10 mmol of 7′,8′-dihydro-6′H-spiro[oxirane-2,5′-quinazoline] and 15 mmol of 2-bromo-5-methoxyphenol [63604-94-4] in 30 ml of 2-propanol is admixed with 20 mmol of finely powdered potassium carbonate. The mixture is heated at reflux for 12-18 hours, cooled and filtered over Hyflo. The filtrate is evaporated and from the residue the title compound is identified by means of flash chromatography (SiO2 60F) on the basis of the Rf value. Reactants: OC(c1ccc(F)cc1)c1cccc(F)c1, O=C(OC1CN2CCC1CC2)n1ccnc1. Product: O=C(OC(c1ccc(F)cc1)c1cccc(F)c1)OC1CN2CCC1CC2. RXN SMILES: [F:17][c:18]1[cH:19][c:20]([CH:24]([OH:25])[c:26]2[cH:27][cH:28][c:29]([F:32])[cH:30][cH:31]2)[cH:21][cH:22][cH:23]1.[N:1]12[CH2:2][CH:3]([O:9][C:10](=[O:11])[n:12]3[cH:13][cH:14][n:15][cH:16]3)[CH:4]([CH2:5][CH2:6]1)[CH2:7][CH2:8]2>>[N:1]12[CH2:2][CH:3]([O:9][C:10](=[O:11])[O:25][CH:24]([c:20]3[cH:19][c:18]([F:17])[cH:23][cH:22][cH:21]3)[c:26]3[cH:27][cH:28][c:29]([F:32])[cH:30][cH:31]3)[CH:4]([CH2:5][CH2:6]1)[CH2:7][CH2:8]2.